From a dataset of the Open Reaction Database (ORD), a public repository of structured organic reaction records. describe an organic reaction: reactants, conditions, products, and yield The reactants are CC1(CNCC1)O (3-methylpyrrolidin-3-ol), CN(C)C(=[N+](C)C)ON1C2=C(C=CC=C2)N=N1.[B-](F)(F)(F)F (TBTU), CCN(C(C)C)C(C)C (DIEA), C1(CC1)COC1=C(C=CC(=N1)C(=O)O)N1CC(C1)(F)F (6-cyclopropylmethoxy-5-(3,3-difluoro-azetidin-1-yl)-pyridine-2-carboxylic acid). Product: C1(CC1)COC1=C(C=CC(=N1)C(=O)N1CC(CC1)(C)O)N1CC(C1)(F)F ([6-Cyclopropylmethoxy-5-(3,3-difluoro-azetidin-1-yl)-pyridin-2-yl]-(3-hydroxy-3-methyl-pyrrolidin-1-yl)-methanone). RXN SMILES: [CH:1]1([CH2:4][O:5][C:6]2[N:11]=[C:10]([C:12]([OH:14])=O)[CH:9]=[CH:8][C:7]=2[N:15]2[CH2:18][C:17]([F:20])([F:19])[CH2:16]2)[CH2:3][CH2:2]1.[CH3:21][C:22]1([OH:27])[CH2:26][CH2:25][NH:24][CH2:23]1.CN(C(ON1N=NC2C=CC=CC1=2)=[N+](C)C)C.[B-](F)(F)(F)F.CCN(C(C)C)C(C)C>>[CH:1]1([CH2:4][O:5][C:6]2[N:11]=[C:10]([C:12]([N:24]3[CH2:25][CH2:26][C:22]([OH:27])([CH3:21])[CH2:23]3)=[O:14])[CH:9]=[CH:8][C:7]=2[N:15]2[CH2:18][C:17]([F:20])([F:19])[CH2:16]2)[CH2:2][CH2:3]1 |f:2.3|. Procedure details: In analogy to the procedure described in Example 47 b), 6-cyclopropylmethoxy-5-(3,3-difluoro-azetidin-1-yl)-pyridine-2-carboxylic acid (Example 1 b)) was reacted with 3-methylpyrrolidin-3-ol (125032-87-3) in the presence of TBTU and DIEA to obtain the title compound as yellow solid; MS (EI): m/e=368.5 [MH+]. The reactants are C(OCC)([O-])[O-] (ethyl orthoformate), COC1=CC=C(C=C1)CC(SC)S(=O)C (methyl 2-(p-methoxyphenyl)-1-methylthioethyl sulfoxide), C(C)O (ethanol). The reagents and catalysts are S(O)(O)(=O)=O (sulfuric acid). The solvent is O (water). The product is diethyl acetal, COC1=CC=C(C=C1)CC=O (p-methoxyphenylacetaldehyde). Reaction SMILES: [CH3:1][O:2][C:3]1[CH:8]=[CH:7][C:6]([CH2:9][CH:10](S(C)=O)SC)=[CH:5][CH:4]=1.C([OH:18])C.C([O-])([O-])OCC>S(=O)(=O)(O)O.O>[CH3:1][O:2][C:3]1[CH:8]=[CH:7][C:6]([CH2:9][CH:10]=[O:18])=[CH:5][CH:4]=1. Procedure: 764 mg. of methyl 2-(p-methoxyphenyl)-1-methylthioethyl sulfoxide was dissolved in 6 ml. of ethanol, and with the addition of 1.03 ml. of ethyl orthoformate and 5 drops of concentrated sulfuric acid, the solution was stirred for 27 hours at room temperature. 10 ml. of water was added, and the reaction mixture was extracted with methylene chloride. The product was dried with anhydrous sodium sulfate, and concentrated at reduced pressure to give a diethyl acetal of p-methoxyphenylacetaldehyde. 5 m... Starting materials: N1CCCCC1 (piperidine), NC=1C=C(C=CC1C)NC(=O)C1=CNC2=CC=CC=C2C1=O (N-(3-amino-4-methyl-phenyl)-4-oxo-1H-quinoline-3-carboxamide), CCN(C(C)C)C(C)C (DIEA), C(C)(=O)Cl (acetyl chloride). The solvent is C(Cl)Cl (CH2Cl2), C1CCOC1 (THF). Conditions: time 30 minute. Yields the product C(C)(=O)NC=1C=C(C=CC1C)NC(=O)C1=CNC2=CC=CC=C2C1=O (N-(3-Acetylamino-4-methyl-phenyl)-4-oxo-1H-quinoline-3-carboxamide). Reaction SMILES: [NH2:1][C:2]1[CH:3]=[C:4]([NH:9][C:10]([C:12]2[C:21](=[O:22])[C:20]3[C:15](=[CH:16][CH:17]=[CH:18][CH:19]=3)[NH:14][CH:13]=2)=[O:11])[CH:5]=[CH:6][C:7]=1[CH3:8].CCN(C(C)C)C(C)C.[C:32](Cl)(=[O:34])[CH3:33].N1CCCCC1>C1COCC1.C(Cl)Cl>[C:32]([NH:1][C:2]1[CH:3]=[C:4]([NH:9][C:10]([C:12]2[C:21](=[O:22])[C:20]3[C:15](=[CH:16][CH:17]=[CH:18][CH:19]=3)[NH:14][CH:13]=2)=[O:11])[CH:5]=[CH:6][C:7]=1[CH3:8])(=[O:34])[CH3:33]. Reported procedure: To a solution of N-(3-amino-4-methyl-phenyl)-4-oxo-1H-quinoline-3-carboxamide (167) (33 mg, 0.11 mmol) and DIEA (49 μL, 0.28 mmol) in THF (1 mL) was added acetyl chloride (16 μL, 0.22 mmol). The reaction was stirred at room temperature for 30 min. LCMS analysis indicated that diacylation had occurred. A solution of piperidine (81 μL, 0.82 mmol) in CH2Cl2 (2 mL) was added and the reaction stirred for a further 30 min at which time only the desired product was detected by LCMS. The reaction soluti... Reactants: C1(=CC=CC=C1)P(C1=CC=CC=C1)C1=CC=CC=C1 (triphenylphosphine), C1(CCCCC1)/C=C(/C(=O)O)\C1=CC(=C(C=C1)S(=O)(=O)C)C(F)(F)F ((E)-3-cyclohexyl-2-(4-(methanesulfonyl)-3-(trifluoromethyl)-phenyl)-acrylic acid), NC1=NC=C(C=C1)Br (2-amino-5-bromopyridine), BrN1C(CCC1=O)=O (N-bromosuccinimide). Run in C(Cl)Cl (methylene chloride). Reaction conditions: temperature 0 celsius, time 30 minute. The product is hexanes ethyl acetate, BrC=1C=CC(=NC1)NC(\C(=C\C1CCCCC1)\C1=CC(=C(C=C1)S(=O)(=O)C)C(F)(F)F)=O ((E)-N-(5-bromo-pyridin-2-yl)-3-cyclohexyl-2-(4-methanesulfonyl-3-trifluoromethyl-phenyl)-acrylamide). Yield: 8.3%. As a reaction SMILES: C1(P(C2C=CC=CC=2)C2C=CC=CC=2)C=CC=CC=1.BrN1C(=O)CCC1=O.[CH:28]1(/[CH:34]=[C:35](\[C:39]2[CH:44]=[CH:43][C:42]([S:45]([CH3:48])(=[O:47])=[O:46])=[C:41]([C:49]([F:52])([F:51])[F:50])[CH:40]=2)/[C:36]([OH:38])=O)[CH2:33][CH2:32][CH2:31][CH2:30][CH2:29]1.[NH2:53][C:54]1[CH:59]=[CH:58][C:57]([Br:60])=[CH:56][N:55]=1>C(Cl)Cl>[Br:60][C:57]1[CH:58]=[CH:59][C:54]([NH:53][C:36](=[O:38])/[C:35](/[C:39]2[CH:44]=[CH:43][C:42]([S:45]([CH3:48])(=[O:47])=[O:46])=[C:41]([C:49]([F:51])([F:50])[F:52])[CH:40]=2)=[CH:34]/[CH:28]2[CH2:33][CH2:32][CH2:31][CH2:30][CH2:29]2)=[N:55][CH:56]=1. Procedure details: A solution of triphenylphosphine (525 mg, 2 mmol) in methylene chloride (12 mL) was cooled to 0° C. and then treated with N-bromosuccinimide (356 mg, 2 mmol). The reaction mixture was stirred at 0° C. for 30 min and then treated with (E)-3-cyclohexyl-2-(4-(methanesulfonyl)-3-(trifluoromethyl)-phenyl)-acrylic acid (prepared in Example 12, 376 mg, 1 mmol). The reaction mixture was stirred at 25° C. for 15 min and then allowed to warm to 25° C. where it was stirred for 1.5 h. The reaction mixture w...